describe an organic reaction: reactants, conditions, products, and yield From a dataset of the Open Reaction Database (ORD), a public repository of structured organic reaction records. Reactants: tetrakistriphenylphosphine palladium, B(OC=1SC=C(C1)C)([O-])[O-] (4-methyl-2-thienyl borate), C([O-])([O-])=O.[K+].[K+] (potassium carbonate), BrC=1C=CC2=C(C=C(CCO2)C(=O)OC)C1 (methyl 7-bromo-2,3-dihydro-1-benzoxepine-4-carboxylate). Solvent: C1(=CC=CC=C1)C.C(C)O.O (toluene ethanol water). Run at time 30 minute. Product: CC=1C=C(SC1)C=1C=CC2=C(C=C(CCO2)C(=O)OC)C1 (methyl 7-(4-methyl-2-thienyl)-2,3-dihydro-1-benzoxepine-4-carboxylate). Isolated yield 81.4%. RXN SMILES: Br[C:2]1[CH:3]=[CH:4][C:5]2[O:11][CH2:10][CH2:9][C:8]([C:12]([O:14][CH3:15])=[O:13])=[CH:7][C:6]=2[CH:16]=1.B([O-])([O-])O[C:19]1[S:20][CH:21]=[C:22]([CH3:24])[CH:23]=1.C(=O)([O-])[O-].[K+].[K+]>C1(C)C=CC=CC=1.C(O)C.O>[CH3:24][C:22]1[CH:23]=[C:19]([C:2]2[CH:3]=[CH:4][C:5]3[O:11][CH2:10][CH2:9][C:8]([C:12]([O:14][CH3:15])=[O:13])=[CH:7][C:6]=3[CH:16]=2)[S:20][CH:21]=1 |f:2.3.4,5.6.7|. Reported procedure: In toluene/ethanol/water (10/1/1) (8.4 ml) was dissolved methyl 7-bromo-2,3-dihydro-1-benzoxepine-4-carboxylate (500 mg), and to the mixture were added 4-methyl-2-thienyl borate (334 mg) and potassium carbonate (651 g). The mixture was stirred at room temperature for 30 minutes, and to the mixture was added tetrakistriphenylphosphine palladium (97 mg). The mixture was stirred at 100° C. for 24 hours and cooled to room temperature. The mixture was extracted with ethyl acetate, washed with saturat... Reactants: C(C=C)[C@@]1(C(O[C@H]([C@H](C1)C1=CC(=CC=C1)Cl)C1=CC(=C(C=C1)Cl)F)=O)C ((3S,5R,6R)-3-Allyl-6-(4-chloro-3-fluorophenyl)-5-(3-chlorophenyl)-3-methyltetrahydro-2H-pyran-2-one), N[C@H](CO)C1CC1 ((S)-2-amino-2-cyclopropylethanol). The solvent is C(C)(=O)OCC (ethyl acetate). Reaction conditions: temperature 100 celsius. Yields the product ClC1=C(C=C(C=C1)C([C@H](C[C@@](C(=O)N[C@H](CO)C1CC1)(CC=C)C)C1=CC(=CC=C1)Cl)O)F ((2S)-2-((2R)-3-(4-Chloro-3-fluorophenyl)-2-(3-chlorophenyl)-3-hydroxypropyl)-N—((S)-1-cyclopropyl-2-hydroxyethyl)-2-methylpent-4-enamide). As a reaction SMILES: [CH2:1]([C@@:4]1([CH3:26])[CH2:9][C@H:8]([C:10]2[CH:15]=[CH:14][CH:13]=[C:12]([Cl:16])[CH:11]=2)[C@H:7]([C:17]2[CH:22]=[CH:21][C:20]([Cl:23])=[C:19]([F:24])[CH:18]=2)[O:6][C:5]1=[O:25])[CH:2]=[CH2:3].[NH2:27][C@@H:28]([CH:31]1[CH2:33][CH2:32]1)[CH2:29][OH:30]>C(OCC)(=O)C>[Cl:23][C:20]1[CH:21]=[CH:22][C:17]([CH:7]([OH:6])[C@@H:8]([C:10]2[CH:15]=[CH:14][CH:13]=[C:12]([Cl:16])[CH:11]=2)[CH2:9][C@:4]([CH3:26])([CH2:1][CH:2]=[CH2:3])[C:5]([NH:27][C@@H:28]([CH:31]2[CH2:33][CH2:32]2)[CH2:29][OH:30])=[O:25])=[CH:18][C:19]=1[F:24]. Reported procedure: (3S,5R,6R)-3-Allyl-6-(4-chloro-3-fluorophenyl)-5-(3-chlorophenyl)-3-methyltetrahydro-2H-pyran-2-one (32 g, 81 mmol, Example 4, Step E) was combined with (S)-2-amino-2-cyclopropylethanol (26.7 g, 265 mmol) and the suspension was heated at 100° C. overnight. The reaction mixture was cooled to room temperature, diluted with ethyl acetate and washed with 1 N hydrochloric acid (2×), water, and brine. The organic layer was dried over magnesium sulfate and concentrated under vacuum to provide the title... Reactants: NO, O, O=Cc1cc(O)c(O)c([N+](=O)[O-])c1. Yields the product N#Cc1cc(O)c(O)c([N+](=O)[O-])c1. Reaction SMILES: [NH2:1][OH:2].[OH2:16].[OH:3][c:4]1[cH:5][c:6]([CH:7]=[O:8])[cH:9][c:10]([N+:13](=[O:14])[O-:15])[c:11]1[OH:12]>>[N:1]#[C:7][c:6]1[cH:5][c:4]([OH:3])[c:11]([OH:12])[c:10]([N+:13](=[O:14])[O-:15])[cH:9]1. Reactants: COc1c(C)c(Cc2ccc(OCc3ccccc3)c(C=O)c2)c(OC)c(OC)c1OC, CC#N, [O-]Cl, [Na+], [Na+], O, OO, O=P([O-])(O)O. The product is COc1c(C)c(Cc2ccc(OCc3ccccc3)c(C(=O)O)c2)c(OC)c(OC)c1OC. As a reaction SMILES: [CH3:1][O:2][c:3]1[c:4]([CH3:32])[c:5]([CH2:6][c:7]2[cH:8][cH:9][c:10]([O:15][CH2:16][c:17]3[cH:18][cH:19][cH:20][cH:21][cH:22]3)[c:11]([CH:12]=[O:13])[cH:14]2)[c:23]([O:30][CH3:31])[c:24]([O:28][CH3:29])[c:25]1[O:26][CH3:27].[CH3:44][C:45]#[N:46].[Cl:39][O-:40].[Na+:38].[Na+:41].[OH2:47].[OH:42][OH:43].[P:33](=[O:34])([O-:35])([OH:36])[OH:37]>>[CH3:1][O:2][c:3]1[c:4]([CH3:32])[c:5]([CH2:6][c:7]2[cH:8][cH:9][c:10]([O:15][CH2:16][c:17]3[cH:18][cH:19][cH:20][cH:21][cH:22]3)[c:11]([C:12](=[O:13])[OH:34])[cH:14]2)[c:23]([O:30][CH3:31])[c:24]([O:28][CH3:29])[c:25]1[O:26][CH3:27].